describe an organic reaction: reactants, conditions, products, and yield From a dataset of the Open Reaction Database (ORD), a public repository of structured organic reaction records. Starting materials: [Al+3], [Cl-], [Cl-], [Cl-], O=C(Cl)CCl, ClCCCCc1cccs1, ClCCl, O. The product is O=C(CCl)c1ccc(CCCCCl)s1. RXN SMILES: [Al+3:17].[Cl-:16].[Cl-:18].[Cl-:19].[Cl:11][CH2:12][C:13](=[O:14])[Cl:15].[Cl:1][CH2:2][CH2:3][CH2:4][CH2:5][c:6]1[s:7][cH:8][cH:9][cH:10]1.[Cl:21][CH2:22][Cl:23].[OH2:20]>>[Cl:1][CH2:2][CH2:3][CH2:4][CH2:5][c:6]1[s:7][c:8]([C:13]([CH2:12][Cl:11])=[O:14])[cH:9][cH:10]1. Reactants: CC#N, [I-], [Na+], [Na+], [Na+], O=C([O-])[O-], Cc1ccc(S(=O)(=O)OCCc2ccc(N(C)C)cc2)cc1, OC1CCNC1. The product is CN(C)c1ccc(CCN2CCC(O)C2)cc1. As a reaction SMILES: [CH3:37][C:38]#[N:39].[I-:30].[Na+:23].[Na+:24].[Na+:29].[O-:25][C:26](=[O:27])[O-:28].[O:1]([S:2]([c:3]1[cH:4][cH:5][c:6]([CH3:7])[cH:8][cH:9]1)(=[O:10])=[O:11])[CH2:12][CH2:13][c:14]1[cH:15][cH:16][c:17]([N:20]([CH3:21])[CH3:22])[cH:18][cH:19]1.[OH:31][CH:32]1[CH2:33][NH:34][CH2:35][CH2:36]1>>[CH2:12]([CH2:13][c:14]1[cH:15][cH:16][c:17]([N:20]([CH3:21])[CH3:22])[cH:18][cH:19]1)[N:34]1[CH2:33][CH:32]([OH:31])[CH2:36][CH2:35]1. Starting materials: CO, C[Si](C)(C)Cl, COc1cccc(CC(=O)O)c1. Product: COC(=O)Cc1cccc(OC)c1. Reaction SMILES: [CH3:18][OH:19].[CH3:1][Si:2]([Cl:3])([CH3:4])[CH3:5].[CH3:6][O:7][c:8]1[cH:9][c:10]([CH2:14][C:15](=[O:16])[OH:17])[cH:11][cH:12][cH:13]1>>[CH3:1][O:17][C:15]([CH2:14][c:10]1[cH:9][c:8]([O:7][CH3:6])[cH:13][cH:12][cH:11]1)=[O:16]. Starting materials: CO, Cl, CC(C)(C)OC(=O)c1ccc2c(c1)C1(CCNCC1)C(=O)N2CCOC1CCCCO1. Product: CC(C)(C)OC(=O)c1ccc2c(c1)C1(CCNCC1)C(=O)N2CCO. Reaction SMILES: [CH3:33][OH:34].[ClH:32].[O:1]1[CH2:2][CH2:3][CH2:4][CH2:5][CH:6]1[O:7][CH2:8][CH2:9][N:10]1[C:11](=[O:31])[C:12]2([c:13]3[cH:14][c:15]([C:19](=[O:20])[O:21][C:22]([CH3:23])([CH3:24])[CH3:25])[cH:16][cH:17][c:18]31)[CH2:26][CH2:27][NH:28][CH2:29][CH2:30]2>>[OH:7][CH2:8][CH2:9][N:10]1[C:11](=[O:31])[C:12]2([c:13]3[cH:14][c:15]([C:19](=[O:20])[O:21][C:22]([CH3:23])([CH3:24])[CH3:25])[cH:16][cH:17][c:18]31)[CH2:26][CH2:27][NH:28][CH2:29][CH2:30]2. Reactants: BrCC(OCC)OCC (2-bromo-1,1-diethoxyethane), NC1=NC2=CC=CC=C2N=C1Cl (2-amino-3-chloroquinoxaline), C([O-])([O-])=O.[Na+].[Na+] (sodium carbonate). Solvent: O.C1CCOC1 (water THF). Reaction conditions: time 1 hour. Product: ClC=1C=2N(C3=CC=CC=C3N1)C=CN2 (4-chloro-imidazo[1,2-a]quinoxaline). The yield is 218.2%. As a reaction SMILES: [NH2:1][C:2]1[C:11]([Cl:12])=[N:10][C:9]2[C:4](=[CH:5][CH:6]=[CH:7][CH:8]=2)[N:3]=1.Br[CH2:14][CH:15](OCC)OCC.C(=O)([O-])[O-].[Na+].[Na+]>O.C1COCC1>[Cl:12][C:11]1[C:2]2[N:3]([CH:14]=[CH:15][N:1]=2)[C:4]2[C:9]([N:10]=1)=[CH:8][CH:7]=[CH:6][CH:5]=2 |f:2.3.4,5.6|. Reported procedure: To a stirred suspension of 2-amino-3-chloroquinoxaline (25.5 g, 141.8 mmol) in water/THF 1:1 (500 mL), at rt was added 2-bromo-1,1-diethoxyethane (83.8 g, 425.4 mmol) in one portion. After stirring at rt for 1 h, the mixture was heated to reflux for 3 h under stirring and then stirred for an additional 15 h at rt. The pH value of the mixture was adjusted to pH 8 by addition of solid sodium carbonate and the mixture was subsequently extracted with ethyl acetate (3×500 mL) and the combined organic... Starting materials: O=C([O-])[O-], CN(C)C=O, N#Cc1ccc(Cl)nc1, [Na+], [Na+], O, CC(c1ccc(B2OC(C)(C)C(C)(C)O2)cc1)N1CCC(CC(C)(C)O)(c2ccccc2)OC1=O. Yields the product CC(c1ccc(-c2ccc(C#N)cn2)cc1)N1CCC(CC(C)(C)O)(c2ccccc2)OC1=O. Reaction SMILES: [C:1](=[O:2])([O-:3])[O-:4].[CH3:52][N:53]([CH3:54])[CH:55]=[O:56].[Cl:42][c:43]1[n:44][cH:45][c:46]([C:47]#[N:48])[cH:49][cH:50]1.[Na+:5].[Na+:6].[OH2:51].[OH:7][C:8]([CH2:9][C:10]1([c:34]2[cH:35][cH:36][cH:37][cH:38][cH:39]2)[CH2:11][CH2:12][N:13]([CH:17]([CH3:18])[c:19]2[cH:20][cH:21][c:22]([B:25]3[O:26][C:27]([CH3:28])([CH3:29])[C:30]([CH3:31])([CH3:32])[O:33]3)[cH:23][cH:24]2)[C:14](=[O:16])[O:15]1)([CH3:40])[CH3:41]>>[OH:7][C:8]([CH2:9][C:10]1([c:34]2[cH:35][cH:36][cH:37][cH:38][cH:39]2)[CH2:11][CH2:12][N:13]([CH:17]([CH3:18])[c:19]2[cH:20][cH:21][c:22](-[c:43]3[n:44][cH:45][c:46]([C:47]#[N:48])[cH:49][cH:50]3)[cH:23][cH:24]2)[C:14](=[O:16])[O:15]1)([CH3:40])[CH3:41].